From a dataset of the Open Reaction Database (ORD), a public repository of structured organic reaction records. describe an organic reaction: reactants, conditions, products, and yield Starting materials: ClC1=CC=C(C=N1)C(=O)C1=CC=C(C=C1)OC ((6-chloropyridin-3-yl)(4-methoxy-phenyl)methanone), CN(C)CC#C (N,N-dimethylpropargylamine). The reagents and catalysts are Cl[Pd]([P](C1=CC=CC=C1)(C2=CC=CC=C2)C3=CC=CC=C3)([P](C4=CC=CC=C4)(C5=CC=CC=C5)C6=CC=CC=C6)Cl (Pd(PPh3)2Cl2), [Cu]I (CuI). Run in CCN(CC)CC (Et3N). Reaction conditions: temperature 80 celsius, time 24 hour. The product is CN(CC#CC1=CC=C(C=N1)C(=O)C1=CC=C(C=C1)OC)C ((6-(3-(dimethylamino)prop-1-ynyl)pyridin-3-yl)(4-methoxy phenyl)methanone). The yield is 80.2%. Reaction SMILES: Cl[C:2]1[N:7]=[CH:6][C:5]([C:8]([C:10]2[CH:15]=[CH:14][C:13]([O:16][CH3:17])=[CH:12][CH:11]=2)=[O:9])=[CH:4][CH:3]=1.[CH3:18][N:19]([CH2:21][C:22]#[CH:23])[CH3:20]>Cl[Pd](Cl)([P](C1C=CC=CC=1)(C1C=CC=CC=1)C1C=CC=CC=1)[P](C1C=CC=CC=1)(C1C=CC=CC=1)C1C=CC=CC=1.[Cu]I.CCN(CC)CC>[CH3:18][N:19]([CH3:20])[CH2:21][C:22]#[C:23][C:2]1[N:7]=[CH:6][C:5]([C:8]([C:10]2[CH:15]=[CH:14][C:13]([O:16][CH3:17])=[CH:12][CH:11]=2)=[O:9])=[CH:4][CH:3]=1 |^1:26,45|. Reported procedure: A 25 ml Schlenk flask was charged with (6-chloropyridin-3-yl)(4-methoxy-phenyl)methanone (124 mg, 0.5 mmol), Pd(PPh3)2Cl2 (18 mg, 0.0 25 mmol), CuI (10 mg, 0.05 mmol), Et3N (10 mL), and N,N-dimethylpropargylamine (83 mg, 1.0 mmol). The flask was flushed with argon three times and the mixture was stirred at 80° C. for 24 h. The solvent was evaporated under vacuum and the residue was purified by column chromatography to give the product (118 mg, 80% yield).